This data is from the Open Reaction Database (ORD), a public repository of structured organic reaction records. The task is: describe an organic reaction: reactants, conditions, products, and yield The reactants are [Na+], [OH-], S=P12SP3(=S)SP(=S)(S1)SP(=S)(S2)S3, c1ccncc1, O=c1[nH]c(=O)c2[nH]cnc2[nH]1. Product: O=c1[nH]c(=S)c2[nH]cnc2[nH]1. Reaction SMILES: [Na+:27].[OH-:26].[P:12]12(=[S:13])[S:14][P:15]3(=[S:25])[S:16][P:17](=[S:23])([S:18][P:19](=[S:22])([S:20]3)[S:21]1)[S:24]2.[cH:28]1[cH:29][cH:30][n:31][cH:32][cH:33]1.[nH:1]1[c:2](=[O:3])[nH:4][c:5]2[n:6][cH:7][nH:8][c:9]2[c:10]1=[O:11]>>[nH:1]1[c:2](=[O:3])[nH:4][c:5]2[n:6][cH:7][nH:8][c:9]2[c:10]1=[S:13]. The reactants are NC1=NC(=C2NC=NC2=N1)Br (2-amino-6-bromopurine), C(C)(C)N(C(C)C)CC (N,N-diisopropylethylamine), NC(C)C=1N=C2N(C(C1C1=CC(=CC(=C1)F)F)=O)C(=CS2)C (7-(1-aminoethyl)-6-(3,5-difluorophenyl)-3-methyl-5H-[1,3]thiazolo[3,2-a]pyrimidin-5-one), NC1=NC(=C2NC=NC2=N1)Br (2-amino-6-bromopurine), C(C)(C)N(C(C)C)CC (N,N-diisopropylethylamine), NC1=NC(=C2NC=NC2=N1)Br (2-amino-6-bromopurine). The solvent is C(C)O (ethanol). Reaction conditions: temperature 110 celsius. Product: NC1=NC(=C2N=CNC2=N1)NC(C)C=1N=C2N(C(C1C1=CC(=CC(=C1)F)F)=O)C(=CS2)C (7-{1-[(2-amino-9H-purin-6-yl)amino]ethyl}-6-(3,5-difluorophenyl)-3-methyl-5H-[1,3]thiazolo[3,2-a]pyrimidin-5-one). The yield is 52.3%. As a reaction SMILES: [NH2:1][CH:2]([C:4]1[N:5]=[C:6]2[S:21][CH:20]=[C:19]([CH3:22])[N:7]2[C:8](=[O:18])[C:9]=1[C:10]1[CH:15]=[C:14]([F:16])[CH:13]=[C:12]([F:17])[CH:11]=1)[CH3:3].[NH2:23][C:24]1[N:32]=[C:31]2[C:27]([NH:28][CH:29]=[N:30]2)=[C:26](Br)[N:25]=1.C(N(CC)C(C)C)(C)C>C(O)C>[NH2:23][C:24]1[N:32]=[C:31]2[C:27]([N:28]=[CH:29][NH:30]2)=[C:26]([NH:1][CH:2]([C:4]2[N:5]=[C:6]3[S:21][CH:20]=[C:19]([CH3:22])[N:7]3[C:8](=[O:18])[C:9]=2[C:10]2[CH:15]=[C:14]([F:16])[CH:13]=[C:12]([F:17])[CH:11]=2)[CH3:3])[N:25]=1. Reported procedure: A mixture of optical pure 7-(1-aminoethyl)-6-(3,5-difluorophenyl)-3-methyl-5H-[1,3]thiazolo[3,2-a]pyrimidin-5-one (0.13 g, 0.40 mmol) made from above, 2-amino-6-bromopurine (0.10 g, 0.47 mmol), and N,N-diisopropylethylamine (0.085 mL, 0.49 mmol) in ethanol (1 mL) was heated at 110° C. overnight. LCMS showed incomplete conversion. An additional 0.5 equivalent of 2-amino-6-bromopurine and 1.0 equivalent of N,N-diisopropylethylamine was added, and the mixture was stirred at 110° C. for another day.... Reactants: CN(CC[C@@H](CNC(OCC(C)C)=O)NC(OCC(C)C)=O)C ((S)-diisobutyl (4-(dimethylamino)butane-1,2-diyl)dicarbamate), Cl (HCl). Yields the product CN(CC[C@@H](CN)N)C.Cl (hydrochloride salt (S)—N4,N4-dimethylbutane-1,2,4-triamine), solid. RXN SMILES: [CH3:1][N:2]([CH3:23])[CH2:3][CH2:4][C@H:5]([NH:15]C(=O)OCC(C)C)[CH2:6][NH:7]C(=O)OCC(C)C.[ClH:24]>>[CH3:1][N:2]([CH3:23])[CH2:3][CH2:4][C@H:5]([NH2:15])[CH2:6][NH2:7].[ClH:24] |f:2.3|. Reported procedure: A round bottom flask was charged with (S)-diisobutyl (4-(dimethylamino)butane-1,2-diyl)dicarbamate (0.9 g, 2.7 mmol) and 6 M HCl (50 mL). The reaction mixture was refluxed for 50 h. The acidic solvent was evaporated in vacuum and the hydrochloride salt (S)—N4,N4-dimethylbutane-1,2,4-triamine was obtained as sticky solid (0.607 g). The compound was highly hygroscopic. The yield is 55.8%. Run at time 16 hour. Reaction SMILES: [CH2:1]([C:4]1[CH:9]=[CH:8][CH:7]=[CH:6][CH:5]=1)[CH:2]=[CH2:3].[CH:10]([O:12][C:13]1[CH:18]=[CH:17][C:16]([O:19]C)=[CH:15][CH:14]=1)=C>>[CH3:10][O:12][C:13]1[CH:18]=[CH:17][C:16]([O:19]/[CH:3]=[CH:2]\[CH2:1][C:4]2[CH:9]=[CH:8][CH:7]=[CH:6][CH:5]=2)=[CH:15][CH:14]=1. Starting materials: C(C=C)C1=CC=CC=C1 (allyl benzene), C(=C)OC1=CC=C(C=C1)OC (p-methoxyphenyl vinyl ether), unpurified product. The product is COC1=CC=C(C=C1)O\C=C/CC1=CC=CC=C1 ((Z)-1-Methoxy-4((3-phenylprop-1-en-1-yl)oxy)benzene). Procedure: Following the general procedure, allyl benzene (50.0 mg, 0.423 mmol, 7) was treated with p-methoxyphenyl vinyl ether (127 mg, 8.46 mmol) and 1.2 mol % of in situ-generated complex la (51.0 μL, 0.10 M, 5.08 μmol; final substrate concentration=8.3 M) and allowed to stir for 16 h. The unpurified product is >98% Z (as determined by 400 MHz 1H NMR analysis). Excess p-methoxyphenyl vinyl ether was removed by vacuum distillation (1.0 torr, 80° C.). The resulting oil was purified by neutral alumina chro... Reactants: O=CC=1C=CC=C(OC)C1OC. The reagents and catalysts are N=1C=C(C(=C2C=CC3=C(N=CC(=C3C)C)C12)C)C, O1BOC(C)(C)C1(C)C, NC, O1B(OC(C)(C)C1(C)C)B2OC(C)(C)C(O2)(C)C, C[OH2+].C[OH2+].C1CC=CCCC=C1.C1CC=CCCC=C1.[Ir].[Ir]. The solvent is O1CCCC1. Conditions: temperature 90 celsius, time 12 hour. Product: O=CC1=CC(=CC(OC)=C1OC)B2OC(C)(C)C(O2)(C)C. Isolated yield 92.0%. Reactants: C(C)(=O)NC1CCC(CC1)=O (4-acetamidocyclohexanone), C(OCC)([O-])[O-] (ethyl orthoformate), O.C1(=CC=C(C=C1)S(=O)(=O)O)C (p-toluenesulfonic acid monohydrate). Solvent: C(C)O (ethanol). Reaction conditions: time 16 hour. Product: C(C)(=O)NC1CC=C(CC1)OCC (4-acetamido-1-ethoxycyclohexene). Reaction SMILES: [C:1]([NH:4][CH:5]1[CH2:10][CH2:9][C:8](=[O:11])[CH2:7][CH2:6]1)(=[O:3])[CH3:2].C([O-])([O-])O[CH2:14][CH3:15].O.C1(C)C=CC(S(O)(=O)=O)=CC=1>C(O)C>[C:1]([NH:4][CH:5]1[CH2:10][CH2:9][C:8]([O:11][CH2:14][CH3:15])=[CH:7][CH2:6]1)(=[O:3])[CH3:2] |f:2.3|. Procedure: To a solution of 6.7 g. of 4-acetamidocyclohexanone [prepared by the method of Fraser and Swingle, Can. J. Chem., 48, 2065 (1970)], in 150 ml. of anhydrous ethanol were added 25 ml. of ethyl orthoformate containing a few crystals of p-toluenesulfonic acid monohydrate. The reaction mixture was stirred at ambient temperature for about 16 hours, after which time the volatile constituents were removed by evaporation in vacuo. The residue comprising the diethylketal was dissolved in 200 ml. of toluen... Reactants: Cl.N[C@@H]1C(NCC2=C(C1)C=CC=C2)=O ((S)-4-amino-2,3,4,5-tetrahydro-2-benzazepin-3(1H)-one hydrochloride), C(C)(C)N(CC)C(C)C (Diisopropylethylamine), ClC=1C=C2C=C(NC2=CC1)C(=O)O (5-chloroindole-2-carboxylic acid), ON1N=NC2=C1N=CC=C2 (1-hydroxy-7-azabenzotriazole), Cl.CN(CCCN=C=NCC)C (1-[3-(dimethylamino)propyl]-3-ethylcarbodiimide hydrochloride). Procedure: A mixture of (S)-4-amino-2,3,4,5-tetrahydro-2-benzazepin-3(1H)-one hydrochloride (all of that prepared above), tetrahydrofuran (25 mL), 5-chloroindole-2-carboxylic acid (198 mg), 1-hydroxy-7-azabenzotriazole (150 mg), and 1-[3-(dimethylamino)propyl]-3-ethylcarbodiimide hydrochloride (210 mg) was stirred at room temperature. Diisopropylethylamine (202 mg) was added, and after 16 h the resulting yellow solution was evaporated under vacuum. The residue was dissolved in ethyl acetate (150 mL), and t... Yields the product ClC=1C=C2C=C(NC2=CC1)C(=O)N[C@@H]1C(NCC2=C(C1)C=CC=C2)=O ((S)-4-(5-chloroindole-2-carbonylamino)-2,3,4,5-tetrahydro-2-benzazepin-3(1H)-one). RXN SMILES: Cl.[NH2:2][C@H:3]1[CH2:9][C:8]2[CH:10]=[CH:11][CH:12]=[CH:13][C:7]=2[CH2:6][NH:5][C:4]1=[O:14].[Cl:15][C:16]1[CH:17]=[C:18]2[C:22](=[CH:23][CH:24]=1)[NH:21][C:20]([C:25](O)=[O:26])=[CH:19]2.ON1C2N=CC=CC=2N=N1.Cl.CN(C)CCCN=C=NCC.C(N(C(C)C)CC)(C)C>O1CCCC1>[Cl:15][C:16]1[CH:17]=[C:18]2[C:22](=[CH:23][CH:24]=1)[NH:21][C:20]([C:25]([NH:2][C@H:3]1[CH2:9][C:8]3[CH:10]=[CH:11][CH:12]=[CH:13][C:7]=3[CH2:6][NH:5][C:4]1=[O:14])=[O:26])=[CH:19]2 |f:0.1,4.5|. Run in O1CCCC1 (tetrahydrofuran).